Dataset: the Open Reaction Database (ORD), a public repository of structured organic reaction records. Task: describe an organic reaction: reactants, conditions, products, and yield Starting materials: Ru[(S,S)-Tsdpen], C1(C=CCC1)=O (2-cyclopentenone), C(CC(=O)OCC)(=O)OCC (diethyl malonate). The solvent is CC(C)(C)O (2-methyl-2-propanol). Run at temperature 40 celsius, time 24 hour. The product is C(C)OC(=O)C([C@H]1CC(CC1)=O)C(=O)OCC ((R)-3-[bis(ethoxycarbonyl)methyl]cyclopentanone). Isolated yield 96.2%. As a reaction SMILES: [C:1]1(=[O:6])[CH2:5][CH2:4][CH:3]=[CH:2]1.[C:7]([O:15][CH2:16][CH3:17])(=[O:14])[CH2:8][C:9]([O:11][CH2:12][CH3:13])=[O:10]>CC(O)(C)C>[CH2:16]([O:15][C:7]([CH:8]([C:9]([O:11][CH2:12][CH3:13])=[O:10])[C@@H:3]1[CH2:4][CH2:5][C:1](=[O:6])[CH2:2]1)=[O:14])[CH3:17]. Procedure details: Under an atmosphere of argon, 12.6 mg (0.02 mmol, S/C=50) of Ru[(S,S)-Tsdpen] (hexamethylbenzene), 84 μL (1.0 mmol) of 2-cyclopentenone, 152 μL (1.0 mol) of diethyl malonate, and 1 mL of 2-methyl-2-propanol were placed in a 20 mL Schlenk tube and stirred at 40° C. for 24 hours. This solution was purified by flash column chromatography (hexane/acetone=90/10, SiO2) to give 233 mg (96% yield) of the title compound. After this was converted into an ethylene ketal derivative by the same procedure as ...